Dataset: the Open Reaction Database (ORD), a public repository of structured organic reaction records. Task: describe an organic reaction: reactants, conditions, products, and yield Yields the product CC(C)CC(NC(=O)C(N=O)C(C)C)C(=O)O. Reactants: CO, COC(=O)C(CC(C)C)NC(=O)C(N=O)C(C)C, [Na+], [OH-]. RXN SMILES: [CH3:21][OH:22].[CH3:3][O:4][C:5]([CH:6]([NH:7][C:8]([CH:9]([N:10]=[O:11])[CH:12]([CH3:13])[CH3:14])=[O:15])[CH2:16][CH:17]([CH3:18])[CH3:19])=[O:20].[Na+:2].[OH-:1]>>[O:4]=[C:5]([CH:6]([NH:7][C:8]([CH:9]([N:10]=[O:11])[CH:12]([CH3:13])[CH3:14])=[O:15])[CH2:16][CH:17]([CH3:18])[CH3:19])[OH:20]. Reactants: CN(C=1SC2=C(N1)C=CC(=C2)N)C2CN(CC2)C (N*2*-methyl-N*2*-(1-methyl-pyrrolidin-3-yl)-benzothiazole-2,6-diamine), C1(CCCCC1)COC1=CC=C(C(=O)O)C=C1 (4-cyclohexylmethoxy-benzoic acid), C(C(=O)Cl)(=O)Cl (oxalyl chloride). The product is Cl.C1(CCCCC1)COC1=CC=C(C(=O)NC2=CC3=C(N=C(S3)N(C3CN(CC3)C)C)C=C2)C=C1 (4-Cyclohexylmethoxy-N-{2-[methyl-(1-methyl-pyrrolidin-3-yl)-amino]-benzothiazol-6-yl}-benzamide Hydrochloride Salt), C1(CCCCC1)COC1=CC=C(C(=O)NC2=CC3=C(N=C(S3)N(C3CN(CC3)C)C)C=C2)C=C1 (4-cyclohexylmethoxy-N-{2-[methyl-(1-methyl-pyrrolidin-3-yl)-amino]-benzothiazol-6-yl}-benzamide). The yield is 11.0%. Reaction SMILES: [CH:1]1([CH2:7][O:8][C:9]2[CH:17]=[CH:16][C:12]([C:13]([OH:15])=[O:14])=[CH:11][CH:10]=2)[CH2:6][CH2:5][CH2:4][CH2:3][CH2:2]1.C(Cl)(=O)C([Cl:21])=O.[CH3:24][N:25]([CH:36]1[CH2:40][CH2:39][N:38]([CH3:41])[CH2:37]1)[C:26]1[S:27][C:28]2[CH:34]=[C:33]([NH2:35])[CH:32]=[CH:31][C:29]=2[N:30]=1>>[ClH:21].[CH:1]1([CH2:7][O:8][C:9]2[CH:10]=[CH:11][C:12]([C:13]([NH:35][C:33]3[CH:32]=[CH:31][C:29]4[N:30]=[C:26]([N:25]([CH3:24])[CH:36]5[CH2:40][CH2:39][N:38]([CH3:41])[CH2:37]5)[S:27][C:28]=4[CH:34]=3)=[O:15])=[CH:16][CH:17]=2)[CH2:2][CH2:3][CH2:4][CH2:5][CH2:6]1.[CH:1]1([CH2:7][O:8][C:9]2[CH:17]=[CH:16][C:12]([C:13]([NH:35][C:33]3[CH:32]=[CH:31][C:29]4[N:30]=[C:26]([N:25]([CH3:24])[CH:36]5[CH2:40][CH2:39][N:38]([CH3:41])[CH2:37]5)[S:27][C:28]=4[CH:34]=3)=[O:14])=[CH:11][CH:10]=2)[CH2:2][CH2:3][CH2:4][CH2:5][CH2:6]1 |f:3.4|. Procedure details: The title compound is prepared by following Method C, using 4-cyclohexylmethoxy-benzoic acid (Crooks, S. L.; Merrill, B. A.; Wightman, P. D. WO 9603983 A1.) (0.46 g, 1.98 mmol), oxalyl chloride (0.66 mL, 7.62 mmol) and isomer-1 of N*2*-methyl-N*2*-(1-methyl-pyrrolidin-3-yl)-benzothiazole-2,6-diamine (0.40 g, 1.51 mmol) to afford 4-cyclohexylmethoxy-N-{2-[methyl-(1-methyl-pyrrolidin-3-yl)-amino]-benzothiazol-6-yl}-benzamide (0.083 11%). The material is dissolved in EtOH and treated with 1.0 M HCl... The reactants are COC1(OC)c2ccccc2-c2ccccc21, CC(C)c1nc(CCO)n(C)c1Sc1cc(Cl)cc(Cl)c1. Product: COC1(OCCc2nc(C(C)C)c(Sc3cc(Cl)cc(Cl)c3)n2C)c2ccccc2-c2ccccc21. RXN SMILES: [CH3:22][O:23][C:24]1([O:37][CH3:38])[c:25]2[cH:26][cH:27][cH:28][cH:29][c:30]2-[c:31]2[cH:32][cH:33][cH:34][cH:35][c:36]21.[Cl:1][c:2]1[cH:3][c:4]([S:9][c:10]2[c:11]([CH:19]([CH3:20])[CH3:21])[n:12][c:13]([CH2:16][CH2:17][OH:18])[n:14]2[CH3:15])[cH:5][c:6]([Cl:8])[cH:7]1>>[Cl:1][c:2]1[cH:3][c:4]([S:9][c:10]2[c:11]([CH:19]([CH3:20])[CH3:21])[n:12][c:13]([CH2:16][CH2:17][O:18][C:24]3([O:23][CH3:22])[c:25]4[cH:26][cH:27][cH:28][cH:29][c:30]4-[c:31]4[cH:32][cH:33][cH:34][cH:35][c:36]43)[n:14]2[CH3:15])[cH:5][c:6]([Cl:8])[cH:7]1.